Dataset: the Open Reaction Database (ORD), a public repository of structured organic reaction records. Task: describe an organic reaction: reactants, conditions, products, and yield Reactants: P(Br)(Br)Br (Phosphorus tribromide), solution, ice, OCCCC1=CNC2=CC=CC=C12 (3-(3-hydroxypropyl)indole). Solvent: CCOCC (Et2O). Run at temperature 23 celsius. Product: BrCCCC1=CNC2=CC=CC=C12 (3-(3-bromopropyl)indole). The yield is 14.8%. RXN SMILES: P(Br)(Br)[Br:2].O[CH2:6][CH2:7][CH2:8][C:9]1[C:17]2[C:12](=[CH:13][CH:14]=[CH:15][CH:16]=2)[NH:11][CH:10]=1>CCOCC>[Br:2][CH2:6][CH2:7][CH2:8][C:9]1[C:17]2[C:12](=[CH:13][CH:14]=[CH:15][CH:16]=2)[NH:11][CH:10]=1. Reported procedure: Phosphorus tribromide (17.4 g) in Et2O (30 mL) was added dropwise to a Et20 solution (100 mL) containing 3-(3-hydroxypropyl)indole (VI; 7.5 g) at 0° C. with stirring and under N2 atmosphere. After the addition was complete, the reaction was allowed to warm to 23° C. and continuously stirred for 16 h. At the end of this time, the reaction was cooled to 0° C. and ice (ca. 25 mL) added portionwise and stirred an additional 2 h. The organic phase was separated from the aqueous phase and the aqueous ... Reactants: FC1=NC=CC=C1B(O)O (2-fluoropyridine-3-boronic acid), I (hydroiodic acid), ClC1=NC=NC(=C1)Cl (4,6-dichloropyrimidine), chloro. Product: IC1=NC=NC(=C1)C=1C(=NC=CC1)F (4-Iodo-6-(2-fluoropyridin-3-yl)pyrimidine). Reaction SMILES: [F:1][C:2]1[C:7](B(O)O)=[CH:6][CH:5]=[CH:4][N:3]=1.Cl[C:12]1[CH:17]=[C:16](Cl)[N:15]=[CH:14][N:13]=1.[IH:19]>>[I:19][C:12]1[CH:17]=[C:16]([C:7]2[C:2]([F:1])=[N:3][CH:4]=[CH:5][CH:6]=2)[N:15]=[CH:14][N:13]=1. Procedure: The compound was prepared according to Example 1 using 2-fluoropyridine-3-boronic acid and 4,6-dichloropyrimidine. The resultant chloro compound was converted to iodo with hydroiodic acid as described in the general procedure.